This data is from the Open Reaction Database (ORD), a public repository of structured organic reaction records. The task is: describe an organic reaction: reactants, conditions, products, and yield The reactants are FC=1C=C(C(=NC1)OC)[C@@H]1N(CCC1)C1=NC=2N(C=C1)N=CC2C(=O)NCCO ((R)-5-(2-(5-fluoro-2-methoxypyridin-3-yl)pyrrolidin-1-yl)-N-(2-hydroxyethyl)pyrazolo[1,5-a]pyrimidine-3-carboxamide), Cl (hydrogen chloride). Run at temperature 85 celsius. The product is ClCCNC(=O)C=1C=NN2C1N=C(C=C2)N2[C@H](CCC2)C=2C(NC=C(C2)F)=O ((R)-N-(2-chloroethyl)-5-(2-(5-fluoro-2-oxo-1,2-dihydropyridin-3-yl)pyrrolidin-1-yl)pyrazolo[1,5-a]pyrimidine-3-carboxamide). RXN SMILES: [F:1][C:2]1[CH:3]=[C:4]([C@H:10]2[CH2:14][CH2:13][CH2:12][N:11]2[C:15]2[CH:20]=[CH:19][N:18]3[N:21]=[CH:22][C:23]([C:24]([NH:26][CH2:27][CH2:28]O)=[O:25])=[C:17]3[N:16]=2)[C:5]([O:8]C)=[N:6][CH:7]=1.[ClH:30]>>[Cl:30][CH2:28][CH2:27][NH:26][C:24]([C:23]1[CH:22]=[N:21][N:18]2[CH:19]=[CH:20][C:15]([N:11]3[CH2:12][CH2:13][CH2:14][C@@H:10]3[C:4]3[C:5](=[O:8])[NH:6][CH:7]=[C:2]([F:1])[CH:3]=3)=[N:16][C:17]=12)=[O:25]. Reported procedure: To (R)-5-(2-(5-fluoro-2-methoxypyridin-3-yl)pyrrolidin-1-yl)-N-(2-hydroxyethyl)pyrazolo[1,5-a]pyrimidine-3-carboxamide (77 mg, 0.192 mmol) in a pressure reaction tube was charged hydrogen chloride (4 N dioxane, 4.8 mL, 19.2 mmol) and the resulting white suspension was heated at 85° C. overnight. After cooling to ambient temperature, the reaction mixture was decanted to yield the crude product as brownish oily residue, which was dried in vacuo and directly used in the next step without further pu...